Dataset: the Open Reaction Database (ORD), a public repository of structured organic reaction records. Task: describe an organic reaction: reactants, conditions, products, and yield Reactants: C(C)(C)(C)OC(=O)NC(C/C=C/C(=O)O)(C)C ((2E)-5-(tert-Butyloxycarbonylamino)-5-methylhex-2-enoic acid), C1(=CC=C(C=C1)C[C@H](C(=O)N([C@H](CC1=CC=CC=C1)C(NC)=O)C)NC)C1=CC=CC=C1 ((2R)-3-(1,1'-Biphenyl-4-yl)-N-methyl-2-methylamino-N-((1R)-1-methylcarbamoyl-2-phenylethyl)propionamide), C(C)(C)N(CC)C(C)C (diisopropylethylamine), ON1N=NC2=C1N=CC=C2 (1-Hydroxy-7-azabenzotriazole), Cl.CN(CCCN=C=NCC)C (N-(3-dimethylaminopropyl)-N'-ethylcarbodiimide hydrochloride). Run in C(Cl)Cl (methylene chloride), C(Cl)Cl (Methylene chloride). Reaction conditions: time 15 minute. Product: C(C)(C)(C)OC(NC(C\C=C\C(N(C)[C@H](CC1=CC=C(C=C1)C1=CC=CC=C1)C(N([C@H](CC1=CC=CC=C1)C(NC)=O)C)=O)=O)(C)C)=O (((3E)4-(((1R)-2-(1,1'-biphenyl-4-yl)-1-(methyl-((1R)-1-methylcarbamoyl-2-phenylethyl)-carbamoyl)ethyl)methylcarbamoyl)-1,1-dimethylbut-3-enyl)-carbamic acid tert-butylester). The yield is 78.9%. RXN SMILES: [C:1]([O:5][C:6]([NH:8][C:9]([CH3:17])([CH3:16])[CH2:10]/[CH:11]=[CH:12]/[C:13]([OH:15])=O)=[O:7])([CH3:4])([CH3:3])[CH3:2].ON1C2N=CC=CC=2N=N1.Cl.CN(C)CCCN=C=NCC.[C:40]1([C:66]2[CH:71]=[CH:70][CH:69]=[CH:68][CH:67]=2)[CH:45]=[CH:44][C:43]([CH2:46][C@@H:47]([NH:64][CH3:65])[C:48]([N:50]([CH3:63])[C@@H:51]([C:59](=[O:62])[NH:60][CH3:61])[CH2:52][C:53]2[CH:58]=[CH:57][CH:56]=[CH:55][CH:54]=2)=[O:49])=[CH:42][CH:41]=1.C(N(C(C)C)CC)(C)C>C(Cl)Cl>[C:1]([O:5][C:6](=[O:7])[NH:8][C:9]([CH3:17])([CH3:16])[CH2:10]/[CH:11]=[CH:12]/[C:13](=[O:15])[N:64]([C@@H:47]([C:48](=[O:49])[N:50]([CH3:63])[C@@H:51]([C:59](=[O:62])[NH:60][CH3:61])[CH2:52][C:53]1[CH:54]=[CH:55][CH:56]=[CH:57][CH:58]=1)[CH2:46][C:43]1[CH:42]=[CH:41][C:40]([C:66]2[CH:71]=[CH:70][CH:69]=[CH:68][CH:67]=2)=[CH:45][CH:44]=1)[CH3:65])([CH3:2])([CH3:3])[CH3:4] |f:2.3|. Reported procedure: (2E)-5-(tert-Butyloxycarbonylamino)-5-methylhex-2-enoic acid (0.24 g; 0.98 mmol) was dissolved in methylene chloride (10 mL). 1-Hydroxy-7-azabenzotriazole (0.13 g; 0.98 mmol) and N-(3-dimethylaminopropyl)-N'-ethylcarbodiimide hydrochloride (0.2 g; 1.02 mmol) were added and the reaction mixture was stirred for 15 min at room temperature. (2R)-3-(1,1'-Biphenyl-4-yl)-N-methyl-2-methylamino-N-((1R)-1-methylcarbamoyl-2-phenylethyl)propionamide (0.38 g; 0.89 mmol) and diisopropylethylamine (0.17 mL; 0... Reactants: COC(C1=CC=C(C=C1)OCC1=NC2=CC=CC=C2C=C1)=O (4-(Quinolin-2-ylmethoxy)-benzoic acid methyl ester), COC(C1=CC(=C(C=C1)O)Cl)=O (3-Chloro-4-hydroxy-benzoic acid methyl ester). Product: COC(C1=CC(=C(C=C1)OCC1=NC2=CC=CC=C2C=C1)Cl)=O (3-Chloro-4-(quinolin-2-ylmethoxy)-benzoic acid methyl ester). As a reaction SMILES: [CH3:1][O:2][C:3](=[O:22])[C:4]1[CH:9]=[CH:8][C:7]([O:10][CH2:11][C:12]2[CH:21]=[CH:20][C:19]3[C:14](=[CH:15][CH:16]=[CH:17][CH:18]=3)[N:13]=2)=[CH:6][CH:5]=1.COC(=O)C1C=CC(O)=C([Cl:33])C=1>>[CH3:1][O:2][C:3](=[O:22])[C:4]1[CH:9]=[CH:8][C:7]([O:10][CH2:11][C:12]2[CH:21]=[CH:20][C:19]3[C:14](=[CH:15][CH:16]=[CH:17][CH:18]=3)[N:13]=2)=[C:6]([Cl:33])[CH:5]=1. Procedure: Following the procedure for the preparation of 4-(Quinolin-2-ylmethoxy)-benzoic acid methyl ester but substituting 3-Chloro-4-hydroxy-benzoic acid methyl ester provided the title compound. MS: (M+H m/z=328.0).